The task is: describe an organic reaction: reactants, conditions, products, and yield. This data is from the Open Reaction Database (ORD), a public repository of structured organic reaction records. Product: N1C2=C(OCC1=O)N=CC=C2 (1H-pyrido[2,3-b][1,4]oxazin-2-one). The reactants are NC=1C(=NC=CC1)O (3-amino-pyridin-2-ol), ClCC(=O)Cl (chloroacetyl chloride), C([O-])([O-])=O.[K+].[K+] (Potassium carbonate). The solvent is C(C)#N (acetonitrile), C(C)#N (acetonitrile). Reported procedure: In a 20 ml flask equipped with a reflux apparatus, 3-amino-pyridin-2-ol (300 mg, 2.72 mmol) was dissolved in acetonitrile (27 ml). To the reaction solution was added chloroacetyl chloride (0.24 ml, 3.0 mmol) dropwise at room temperature, followed by Potassium carbonate (940 mg, 6.80 mmol). The mixture was heated at 1000 for 15 hours. After completion of the reaction, acetonitrile was evaporated under the reduced pressure. To the residue was added water and then the mixture was extracted with eth... The yield is 27.7%. RXN SMILES: [NH2:1][C:2]1[C:3]([OH:8])=[N:4][CH:5]=[CH:6][CH:7]=1.Cl[CH2:10][C:11](Cl)=[O:12].C(=O)([O-])[O-].[K+].[K+]>C(#N)C>[NH:1]1[C:11](=[O:12])[CH2:10][O:8][C:3]2[N:4]=[CH:5][CH:6]=[CH:7][C:2]1=2 |f:2.3.4|. The reactants are ClC1=C(OC2=C(C=CC=C2)OC2=C(C=C(C=C2)C(F)(F)F)Cl)C=CC(=C1)C(F)(F)F (bis(2-chloro-4-trifluoromethylphenoxy)benzene), [N+](=O)(O)[O-] (nitric acid), ice water. The solvent is S(O)(O)(=O)=O (sulfuric acid). The product is ClC1=C(OC2=C(C=CC(=C2)OC2=C(C=C(C=C2)C(F)(F)F)Cl)[N+](=O)[O-])C=CC(=C1)C(F)(F)F (2,4-bis(2-chloro-4-trifluoromethylphenoxy)nitrobenzene). Isolated yield 47.0%. As a reaction SMILES: ClC1C=C(C(F)(F)F)C=CC=1O[C:5]1[CH:10]=[CH:9][CH:8]=[CH:7][C:6]=1[O:11][C:12]1[CH:17]=[CH:16][C:15]([C:18]([F:21])([F:20])[F:19])=[CH:14][C:13]=1[Cl:22].[N+:31]([O-:34])(O)=[O:32]>S(=O)(=O)(O)O>[Cl:22][C:13]1[CH:14]=[C:15]([C:18]([F:19])([F:20])[F:21])[CH:16]=[CH:17][C:12]=1[O:11][C:10]1[CH:5]=[C:6]([O:11][C:12]2[CH:17]=[CH:16][C:15]([C:18]([F:21])([F:19])[F:20])=[CH:14][C:13]=2[Cl:22])[CH:7]=[CH:8][C:9]=1[N+:31]([O-:34])=[O:32]. Reported procedure: In 100 ml of dimethyl sulfoxide, there were dissolved 129 g. (0.60 mole) of 3,4-dichlorobenzotrifluoride and 27.5 g. (0.25 mole) of resorcin. Then, a solution of 34 g. (0.60 mole) of potassium hydroxide dissolved in 15 ml of water was added to the resultant solution and the mixture was heated with stirring at 150° to 160° C. for 50 hours. After the reaction mixture was left to cool, water was added thereto and the oily product precipitated was subjected to extraction with benzene. The extract wa... Starting materials: O=C(N=C=S)c1ccccc1, Cc1cccc(N)n1, CCO. Product: Cc1cccc(NC(N)=S)n1. As a reaction SMILES: [C:9](=[O:10])([c:11]1[cH:12][cH:13][cH:14][cH:15][cH:16]1)[N:17]=[C:18]=[S:19].[CH3:1][c:2]1[cH:3][cH:4][cH:5][c:6]([NH2:8])[n:7]1.[CH3:20][CH2:21][OH:22]>>[CH3:1][c:2]1[cH:3][cH:4][cH:5][c:6]([NH:8][C:18]([NH2:17])=[S:19])[n:7]1.